describe an organic reaction: reactants, conditions, products, and yield From a dataset of the Open Reaction Database (ORD), a public repository of structured organic reaction records. Starting materials: CCCCCCCCCCCCCCCCN, CCOC(=O)c1cnc(SC)nc1, CN(C)P(=O)(N(C)C)N(C)C, CCCCCC, O. Product: CCCCCCCCCCCCCCCCNc1ncc(C(=O)OCC)cn1. Reaction SMILES: [CH2:14]([CH2:15][CH2:16][CH2:17][CH2:18][CH2:19][CH2:20][CH2:21][CH2:22][CH2:23][CH2:24][CH2:25][CH2:26][CH2:27][CH2:28][CH3:29])[NH2:30].[CH3:1][S:2][c:3]1[n:4][cH:5][c:6]([C:9](=[O:10])[O:11][CH2:12][CH3:13])[cH:7][n:8]1.[CH3:31][N:32]([P:33]([N:34]([CH3:35])[CH3:36])([N:37]([CH3:38])[CH3:39])=[O:40])[CH3:41].[CH3:42][CH2:43][CH2:44][CH2:45][CH2:46][CH3:47].[OH2:48]>>[c:3]1([NH:30][CH2:14][CH2:15][CH2:16][CH2:17][CH2:18][CH2:19][CH2:20][CH2:21][CH2:22][CH2:23][CH2:24][CH2:25][CH2:26][CH2:27][CH2:28][CH3:29])[n:4][cH:5][c:6]([C:9](=[O:10])[O:11][CH2:12][CH3:13])[cH:7][n:8]1. Reactants: NC1=NC=C(C=N1)B1OC(C)(C)C(C)(C)O1 (2-aminopyrimidine-5-boronic acid pinacol ester), C(=O)([O-])[O-].[Na+].[Na+] (Na2CO3), BrC1=CC2=C(N(C(=N2)C2=C(C=CC=C2)C2=NN(C=N2)C)C(C)(C)C)C=C1 (5-bromo-1-tert-butyl-2-[2-(1-methyl-1H-[1,2,4]triazol-3-yl)-phenyl]-1H-benzimidazole). Reagents/catalysts: C=1C=CC(=CC1)[P](C=2C=CC=CC2)(C=3C=CC=CC3)[Pd]([P](C=4C=CC=CC4)(C=5C=CC=CC5)C=6C=CC=CC6)([P](C=7C=CC=CC7)(C=8C=CC=CC8)C=9C=CC=CC9)[P](C=1C=CC=CC1)(C=1C=CC=CC1)C=1C=CC=CC1 (tetrakis(triphenylphosphine)palladium(0)). Solvent: CCOC(=O)C (EtOAc), CN(C)C=O (DMF). Conditions: temperature 110 celsius. The product is C(C)(C)(C)N1C(=NC2=C1C=CC(=C2)C=2C=NC(=NC2)N)C2=C(C=CC=C2)C2=NN(C=N2)C (5-{1-tert-Butyl-2-[2-(1-methyl-1H-[1,2,4]triazol-3-yl)-phenyl]-1H-benzimidazol-5-yl}-pyrimidin-2-ylamine). The yield is 81.5%. Reaction SMILES: Br[C:2]1[CH:26]=[CH:25][C:5]2[N:6]([C:21]([CH3:24])([CH3:23])[CH3:22])[C:7]([C:9]3[CH:14]=[CH:13][CH:12]=[CH:11][C:10]=3[C:15]3[N:19]=[CH:18][N:17]([CH3:20])[N:16]=3)=[N:8][C:4]=2[CH:3]=1.[NH2:27][C:28]1[N:33]=[CH:32][C:31](B2OC(C)(C)C(C)(C)O2)=[CH:30][N:29]=1.C([O-])([O-])=O.[Na+].[Na+]>CN(C=O)C.CCOC(C)=O.C1C=CC([P]([Pd]([P](C2C=CC=CC=2)(C2C=CC=CC=2)C2C=CC=CC=2)([P](C2C=CC=CC=2)(C2C=CC=CC=2)C2C=CC=CC=2)[P](C2C=CC=CC=2)(C2C=CC=CC=2)C2C=CC=CC=2)(C2C=CC=CC=2)C2C=CC=CC=2)=CC=1>[C:21]([N:6]1[C:5]2[CH:25]=[CH:26][C:2]([C:31]3[CH:30]=[N:29][C:28]([NH2:27])=[N:33][CH:32]=3)=[CH:3][C:4]=2[N:8]=[C:7]1[C:9]1[CH:14]=[CH:13][CH:12]=[CH:11][C:10]=1[C:15]1[N:19]=[CH:18][N:17]([CH3:20])[N:16]=1)([CH3:23])([CH3:22])[CH3:24] |f:2.3.4,^1:63,65,84,103|. Reported procedure: To a sealed vial is added 5-bromo-1-tert-butyl-2-[2-(1-methyl-1H-[1,2,4]triazol-3-yl)-phenyl]-1H-benzimidazole (32 mg, 0.078 mmol) in DMF (2 mL), followed by the addition of 2-aminopyrimidine-5-boronic acid pinacol ester (21 mg, 0.095 mmol), tetrakis(triphenylphosphine)palladium(0) (9 mg, 0.008 mmol) and 2M aq. Na2CO3 (0.2 ml, 0.4 mmol). The reaction mixture is heated under Argon at 110° C. for 2 hours. The residue is diluted with EtOAc, washed with brine, dried under anhydrous Na2SO4, filtered ... Reactants: NC1=CC=CC=C1 (aniline), 2,4-carbonyldioxy-2,5-diphenylthiophene-1,1-dioxide, O1CCCC1 (tetrahydrofuran), C(C)NCC (diethylamine). Conditions: time 30 minute. The product is C(C)N(C(=O)NC1=CC=CC=C1)CC (N,N-Diethyl-N'-phenylurea). As a reaction SMILES: [NH2:1][C:2]1[CH:7]=[CH:6][CH:5]=[CH:4][CH:3]=1.[CH2:8]([NH:10][CH2:11][CH3:12])[CH3:9].[O:13]1CCC[CH2:14]1>>[CH2:8]([N:10]([CH2:11][CH3:12])[C:14]([NH:1][C:2]1[CH:7]=[CH:6][CH:5]=[CH:4][CH:3]=1)=[O:13])[CH3:9]. Procedure: 0.93 g of aniline is added to 3.26 g of 2,4-carbonyldioxy-2,5-diphenylthiophene-1,1-dioxide in 25 ml of dry tetrahydrofuran. The mixture is left to stand for 30 minutes at 20° C., 0.73 g of diethylamine is added and the mixture is left to stand for a further 40 minutes. After distilling off the tetrahydrofuran, the residue is taken up in chloroform and the chloroform solution is washed successively with aqueous 1N hydrochloric acid and twice with aqueous sodium carbonate solution and water. Afte... Procedure details: Following the general procedure of PREPARATION 63 and making non-critical variations but starting with methyl 6-(N,N-dimethylamino)indole-2-carboxylate (PREPARATION 88, 0.80 g), potassium hydroxide (0.25 g), the title compound is obtained, NMR (300 MHz, CD3OD) 7.62, 7.13, 7.11, 7.01, and 3.11 δ. As a reaction SMILES: [CH3:1][N:2]([C:4]1[CH:12]=[C:11]2[C:7]([CH:8]=[C:9]([C:13]([O:15]C)=[O:14])[NH:10]2)=[CH:6][CH:5]=1)[CH3:3].[OH-].[K+]>>[CH3:3][N:2]([C:4]1[CH:12]=[C:11]2[C:7]([CH:8]=[C:9]([C:13]([OH:15])=[O:14])[NH:10]2)=[CH:6][CH:5]=1)[CH3:1] |f:1.2|. The reactants are CN(C)C1=CC=C2C=C(NC2=C1)C(=O)OC (methyl 6-(N,N-dimethylamino)indole-2-carboxylate), [OH-].[K+] (potassium hydroxide). Product: CN(C)C1=CC=C2C=C(NC2=C1)C(=O)O (6-(N,N-Dimethylamino)indole-2-carboxylic acid).